This data is from the Open Reaction Database (ORD), a public repository of structured organic reaction records. The task is: describe an organic reaction: reactants, conditions, products, and yield The reactants are BrC=1C=C(C=CC1)CC(=O)OC (Methyl 3-bromophenylacetate), 16h, C[Sn](C)C.C[Sn](C)C (hexamethylditin), FC(S(=O)(=O)OC1=NC=CC=C1)(F)F (2-(trifluoro-methylsulfonyloxy)-pyridine), [Cl-].[Li+] (lithium chloride), [F-].[K+].CCOC(=O)C (KF EtOAc). The reagents and catalysts are C=1C=CC(=CC1)[P](C=2C=CC=CC2)(C=3C=CC=CC3)[Pd]([P](C=4C=CC=CC4)(C=5C=CC=CC5)C=6C=CC=CC6)([P](C=7C=CC=CC7)(C=8C=CC=CC8)C=9C=CC=CC9)[P](C=1C=CC=CC1)(C=1C=CC=CC1)C=1C=CC=CC1 (tetrakis(triphenylphosphine)palladium). Run in O1CCOCC1 (dioxane). The product is COC(CC1=CC(=CC=C1)C1=NC=CC=C1)=O (3-(2-Pyridyl)-phenyl Acetic Acid Methyl Ester). The yield is 48.0%. As a reaction SMILES: Br[C:2]1[CH:3]=[C:4]([CH2:8][C:9]([O:11][CH3:12])=[O:10])[CH:5]=[CH:6][CH:7]=1.FC(F)(F)S(O[C:19]1[CH:24]=[CH:23][CH:22]=[CH:21][N:20]=1)(=O)=O.[Cl-].[Li+].C[Sn](C)C.C[Sn](C)C.[F-].[K+].CCOC(C)=O>C1C=CC([P]([Pd]([P](C2C=CC=CC=2)(C2C=CC=CC=2)C2C=CC=CC=2)([P](C2C=CC=CC=2)(C2C=CC=CC=2)C2C=CC=CC=2)[P](C2C=CC=CC=2)(C2C=CC=CC=2)C2C=CC=CC=2)(C2C=CC=CC=2)C2C=CC=CC=2)=CC=1.O1CCOCC1>[CH3:12][O:11][C:9](=[O:10])[CH2:8][C:4]1[CH:5]=[CH:6][CH:7]=[C:2]([C:19]2[CH:24]=[CH:23][CH:22]=[CH:21][N:20]=2)[CH:3]=1 |f:2.3,4.5,6.7.8,^1:29,33,48,50,69,88|. Procedure details: Methyl 3-bromophenylacetate (25 g, 0.109 mol), 2-(trifluoro-methylsulfonyloxy)-pyridine (24.8 g, 0.109 mol), anhydrous lithium chloride (13.89 g, 0.3275 mol), and tetrakis(triphenylphosphine)palladium (6.31 g, 0.0055 mol) were combined, followed by hexamethylditin (35.8 g, 0.109 mol) and anhydrous dioxane (300 ml). The mixture was stirred at reflux for 16h, cooled, and poured into 1:1 saturated KF-EtOAc (1.6 L). The mixture was stirred at RT for 2 h, filtered, and the filtrate was washed with sa... Starting materials: C(C)(C)(C)OC(NC1=CC=C2CC[C@H](OC2=C1CCC=C)C(O[SiH2]C(C)(C)C)(C)C)=O ((2S)-[8-but-3-enyl-2-(tert-butyl-dimethyl-silanyloxymethyl)-chroman-7-yl]-carbamic acid tert-butyl ester), I(=O)(=O)(=O)[O-].[Na+] (sodium periodate). The reagents and catalysts are [Os](=O)(=O)(=O)=O (osmium tetroxide). The solvent is O1CCCC1 (tetrahydrofuran), O (water), C(C)(=O)OCC (ethyl acetate). Conditions: time 48 hour. The product is C(C)(C)(C)OC(=O)N1C(CCC2=C3O[C@@H](CCC3=CC=C12)CO)O ((6S)-2-Hydroxy-6-hydroxymethyl-3,4,7,8-tetrahydro-2H,6H-5-oxa-1-aza-phenanthrene-1-carboxylic acid tert-butyl ester). Yield: 76.6%. Reaction SMILES: [C:1]([O:5][C:6](=[O:31])[NH:7][C:8]1[C:17]([CH2:18][CH2:19][CH:20]=C)=[C:16]2[C:11]([CH2:12][CH2:13][C@@H:14]([C:22](C)(C)[O:23][SiH2]C(C)(C)C)[O:15]2)=[CH:10][CH:9]=1)([CH3:4])([CH3:3])[CH3:2].I([O-])(=O)(=O)=[O:33].[Na+]>O1CCCC1.O.C(OCC)(=O)C.[Os](=O)(=O)(=O)=O>[C:1]([O:5][C:6]([N:7]1[C:8]2[C:17](=[C:16]3[C:11](=[CH:10][CH:9]=2)[CH2:12][CH2:13][C@@H:14]([CH2:22][OH:23])[O:15]3)[CH2:18][CH2:19][CH:20]1[OH:33])=[O:31])([CH3:3])([CH3:4])[CH3:2] |f:1.2|. Procedure: To a solution of (2S)-[8-but-3-enyl-2-(tert-butyl-dimethyl-silanyloxymethyl)-chroman-7-yl]-carbamic acid tert-butyl ester (0.33 g, 0.74 mmole) in anhydrous tetrahydrofuran (15 mL) and water (3 mL) at 0° C. was added osmium tetroxide (0.1 mL, 5% in water), followed by sodium periodate (0.47 g, 2.2 mmole). The mixture was stirred for 48 hours. The solution was diluted with ethyl acetate and the organic layer was washed with water, dried over Na2SO4, filtered, and the solvent evaporated in vacuum. ... Starting materials: CN=C=O (methyl isocyanate), CON=C1COC2=C1C=CC(=C2)OCC2=C(C=CC=C2)NO (N-[2-(3-methoxyimino-2,3-dihydro-benzofuran-6-yloxymethyl)phenyl]-N-hydroxyamine). Solvent: O1CCCC1 (tetrahydrofuran). Reaction conditions: time 8 hour. Product: CON=C1COC2=C1C=CC(=C2)OCC2=C(C=CC=C2)N(C(=O)NC)O (N-[2-(3-methoxyimino-2,3-dihydro-benzofuran-6-yloxymethyl)phenyl]-N-hydroxy-N′-methylurea). The yield is 96.6%. Reaction SMILES: [CH3:1][N:2]=[C:3]=[O:4].[CH3:5][O:6][N:7]=[C:8]1[C:12]2[CH:13]=[CH:14][C:15]([O:17][CH2:18][C:19]3[CH:24]=[CH:23][CH:22]=[CH:21][C:20]=3[NH:25][OH:26])=[CH:16][C:11]=2[O:10][CH2:9]1>O1CCCC1>[CH3:5][O:6][N:7]=[C:8]1[C:12]2[CH:13]=[CH:14][C:15]([O:17][CH2:18][C:19]3[CH:24]=[CH:23][CH:22]=[CH:21][C:20]=3[N:25]([OH:26])[C:3]([NH:2][CH3:1])=[O:4])=[CH:16][C:11]=2[O:10][CH2:9]1. Reported procedure: 0.38 g of methyl isocyanate was added to a solution of 2.0 g of N-[2-(3-methoxyimino-2,3-dihydro-benzofuran-6-yloxymethyl)phenyl]-N-hydroxyamine in 50 ml of tetrahydrofuran, and they were stirred at room temperature for 8 hours. The reaction liquid was concentrated under reduced pressure to obtain 2.3 g of N-[2-(3-methoxyimino-2,3-dihydro-benzofuran-6-yloxymethyl)phenyl]-N-hydroxy-N′-methylurea. This product was dissolved in 20 ml of N,N-dimethylformamide. 0.95 g of methyl iodide and 0.98 g of a... Reactants: O (water), O (water), [OH-].[Na+] (sodium hydroxide), NC=1SC=C(N1)/C(/C(=O)OCC)=N/OCC(=O)N1CCCCC1 (ethyl 2-(2-amino-4-thiazolyl)-2-[(Z)-[(1-piperidinecarbonyl)methoxy]imino]-acetate). Solvent: CO (methanol). Reaction conditions: time 48 hour. Product: NC=1SC=C(N1)/C(/C(=O)O)=N/OCC(=O)N1CCCCC1 (2-(2-amino-4-thiazolyl)-2-[(Z)-[(1-piperidinecarbonyl)methoxy]imino]-acetic acid). The yield is 78.1%. Reaction SMILES: [NH2:1][C:2]1[S:3][CH:4]=[C:5](/[C:7](=[N:13]/[O:14][CH2:15][C:16]([N:18]2[CH2:23][CH2:22][CH2:21][CH2:20][CH2:19]2)=[O:17])/[C:8]([O:10]CC)=[O:9])[N:6]=1.O.[OH-].[Na+]>CO>[NH2:1][C:2]1[S:3][CH:4]=[C:5](/[C:7](=[N:13]/[O:14][CH2:15][C:16]([N:18]2[CH2:23][CH2:22][CH2:21][CH2:20][CH2:19]2)=[O:17])/[C:8]([OH:10])=[O:9])[N:6]=1 |f:2.3|. Procedure: 77.2 g of ethyl 2-(2-amino-4-thiazolyl)-2-[(Z)-[(1-piperidinecarbonyl)methoxy]imino]-acetate are dissolved in 3 l of methanol and 265 ml of water and the solution is treated with 250 ml of 1N aqueous sodium hydroxide solution. The saponification is complete after 48 hours. 500 ml of water are added thereto and the methanol is removed under reduced pressure. The aqueous solution is washed with ethyl acetate, treated with 250 ml of 1N aqueous hydrochloric acid and concentrated to half of the volum... Starting materials: N1C=CC2=CC=CN=C12 (7-azaindole), P(=O)([O-])([O-])[O-].[K+].[K+].[K+] (potassium phosphate), BrC=1C=NC=CC1 (3-bromo-pyridine). Reagents/catalysts: [Cu](I)I (copper iodide), [Cu](I)I (copper iodide), N[C@H]1[C@@H](CCCC1)N (racemic trans-1,2-diaminocyclohexane). The solvent is O1CCOCC1 (dioxane). Run at temperature 110 celsius, time 38 hour. Yields the product N1=CC(=CC=C1)N1C=CC2=CC=CN=C12 (1-pyridin-3-yl-7-azaindole). Isolated yield 107.4%. As a reaction SMILES: [NH:1]1[C:9]2[C:4](=[CH:5][CH:6]=[CH:7][N:8]=2)[CH:3]=[CH:2]1.P([O-])([O-])([O-])=O.[K+].[K+].[K+].Br[C:19]1[CH:20]=[N:21][CH:22]=[CH:23][CH:24]=1>[Cu](I)I.N[C@@H]1CCCC[C@H]1N.O1CCOCC1>[N:21]1[CH:22]=[CH:23][CH:24]=[C:19]([N:1]2[C:9]3[C:4](=[CH:5][CH:6]=[CH:7][N:8]=3)[CH:3]=[CH:2]2)[CH:20]=1 |f:1.2.3.4|. Procedure details: To a mixture of 7-azaindole (550 mg, 4.66 mmol), copper iodide (7.4 mg, 0.038 mmol) and potassium phosphate (1.74 g, 8.18 mmol) under a N2 atmosphere is added racemic trans-1,2-diaminocyclohexane (0.046 mL, 0.38 mmol), 3-bromo-pyridine (0.376 mL, 3.9 mmol) followed by anhydrous dioxane (5 mL). The resulting suspension is heated in an oil bath at 110° C. with magnetic stirring for 38 hours. Further copper iodide (65 mg, 0.341 mmol) is added and the resulting mixture heated in an oil bath at 110° ... Starting materials: [Li+].CC(C)[N-]C(C)C (LDA), CC(C(=O)OCC)CC1=CC=C(C=C1)C(F)(F)F (ethyl 2-methyl-3-[4-(trifluoromethyl)phenyl]propanoate), CI (methyl iodide). Solvent: C1CCOC1 (THF). Run at time 10 minute. Yields the product CC(C(=O)OCC)(CC1=CC=C(C=C1)C(F)(F)F)C (ethyl 2,2-dimethyl-3-[4-(trifluoromethyl)phenyl]propanoate). RXN SMILES: [Li+].[CH3:2]C([N-]C(C)C)C.[CH3:9][CH:10]([CH2:16][C:17]1[CH:22]=[CH:21][C:20]([C:23]([F:26])([F:25])[F:24])=[CH:19][CH:18]=1)[C:11]([O:13][CH2:14][CH3:15])=[O:12].CI>C1COCC1>[CH3:9][C:10]([CH3:2])([CH2:16][C:17]1[CH:18]=[CH:19][C:20]([C:23]([F:25])([F:24])[F:26])=[CH:21][CH:22]=1)[C:11]([O:13][CH2:14][CH3:15])=[O:12] |f:0.1|. Procedure details: To a solution of LDA (2.9 mL of 2 M) in THF (30 mL) at −78° C. add ethyl 2-methyl-3-[4-(trifluoromethyl)phenyl]propanoate (1 g, 3.85 mmol). Stir for 10 min, then add methyl iodide (1.48 g, 10.4 mmol) and stir for an additional 15 min Quench the reaction with 10 mL of 1 N HCl and allow to warm to ambient temperature. Extract with EtOAc (50 mL). Wash extract with brine, dry over sodium sulfate, filter, and concentrate. Purify the residue by flash chromatography (5% EtOAc in petroleum ether) to giv...